Task: describe an organic reaction: reactants, conditions, products, and yield. Dataset: the Open Reaction Database (ORD), a public repository of structured organic reaction records Reactants: CSC1=NC2=C(C(=NC1)C1=CC=CC=C1)C=C(C=C2)Cl (2-(methylthio)-5-phenyl-7-chloro-3H-1,4-benzodiazepine), COCC(=O)NN (2-methoxyacetic acid hydrazide). Solvent: CN(P(N(C)C)(N(C)C)=O)C (hexamethylphosphoric acid triamide). The product is COCC1=NN=C2N1C1=C(C(=NC2)C2=CC=CC=C2)C=C(C=C1)Cl (1-(methoxymethyl)-6-phenyl-8-chloro-4H-s-triazolo[4,3-a][1,4]benzodiazepine). Reaction SMILES: CS[C:3]1[CH2:9][N:8]=[C:7]([C:10]2[CH:15]=[CH:14][CH:13]=[CH:12][CH:11]=2)[C:6]2[CH:16]=[C:17]([Cl:20])[CH:18]=[CH:19][C:5]=2[N:4]=1.[CH3:21][O:22][CH2:23][C:24]([NH:26][NH2:27])=O>CN(C)P(=O)(N(C)C)N(C)C>[CH3:21][O:22][CH2:23][C:24]1[N:4]2[C:5]3[CH:19]=[CH:18][C:17]([Cl:20])=[CH:16][C:6]=3[C:7]([C:10]3[CH:15]=[CH:14][CH:13]=[CH:12][CH:11]=3)=[N:8][CH2:9][C:3]2=[N:27][N:26]=1. Reported procedure: A solution of 10.0 g of 2-(methylthio)-5-phenyl-7-chloro-3H-1,4-benzodiazepine and 4.85 g of 2-methoxyacetic acid hydrazide (cp. E. J. Browne and J. B. Polya, J.Chem.Soc. 1962, 5149-5152) in 70 ml of abs. hexamethylphosphoric acid triamide is heaated for 11 hours at 140°. The solvent is then distilled off in vacuo. The residue is taken up in methylene chloride; the solution is washed with water and then with saturated sodium chloride solution, dried over sodium sulphate, and concentrated by evap... Starting materials: C(C1=CC=CC=C1)(=O)NC1CCNCC1 (4-benzamidopiperidine), BrCCCC(=O)OC (methyl 4-bromobutyrate), C([O-])([O-])=O.[K+].[K+] (potassium carbonate). The product is C(C1=CC=CC=C1)(=O)NC1CCN(CC1)CCCC(=O)OC (4-Benzamido-1-(3-methoxycarbonylpropyl)piperidine). The yield is 80.9%. As a reaction SMILES: [C:1]([NH:9][CH:10]1[CH2:15][CH2:14][NH:13][CH2:12][CH2:11]1)(=[O:8])[C:2]1[CH:7]=[CH:6][CH:5]=[CH:4][CH:3]=1.Br[CH2:17][CH2:18][CH2:19][C:20]([O:22][CH3:23])=[O:21].C(=O)([O-])[O-].[K+].[K+]>>[C:1]([NH:9][CH:10]1[CH2:15][CH2:14][N:13]([CH2:17][CH2:18][CH2:19][C:20]([O:22][CH3:23])=[O:21])[CH2:12][CH2:11]1)(=[O:8])[C:2]1[CH:3]=[CH:4][CH:5]=[CH:6][CH:7]=1 |f:2.3.4|. Reported procedure: An intimate mixture of 4-benzamidopiperidine (2.0g.), methyl 4-bromobutyrate (2.0g.) and potassium carbonate (1.5 g.) was stirred and heated on a steam bath for 15 minutes. An exothermic reaction occurred and the semi-molten mixture set solid. Trituration with water (20 ml.) and filtration provided the title compound (2.41 g., 82%), m.p. 116° (Found: C, 67.10; H, 8.00; N, 9.39; C17H24N2O3 requires C, 67.08; H, 7.95; N, 9.20%). Starting materials: N1=CC=CC2=CC(=CC=C12)CC1=CN=C2N1C=C(C=N2)C(C)=O (1-(3-(quinolin-6-ylmethyl)imidazo[1,2-a]pyrimidin-6-yl)ethanone), Cl.N(N)C(=O)N (hydrazinecarboxamide hydrochloride). Run in CO (methanol). The product is N1=CC=CC2=CC(=CC=C12)CC1=CN=C2N1C=C(C=N2)\C(\C)=N\NC(=O)N ((E)-2-(1-(3-(Quinolin-6-ylmethyl)imidazo[1,2-a]pyrimidin-6-yl)ethylidene)-hydrazinecarboxamide). The yield is 8.9%. Reaction SMILES: [N:1]1[C:10]2[C:5](=[CH:6][C:7]([CH2:11][C:12]3[N:16]4[CH:17]=[C:18]([C:21](=O)[CH3:22])[CH:19]=[N:20][C:15]4=[N:14][CH:13]=3)=[CH:8][CH:9]=2)[CH:4]=[CH:3][CH:2]=1.Cl.[NH:25]([C:27]([NH2:29])=[O:28])[NH2:26]>CO>[N:1]1[C:10]2[C:5](=[CH:6][C:7]([CH2:11][C:12]3[N:16]4[CH:17]=[C:18](/[C:21](=[N:26]/[NH:25][C:27]([NH2:29])=[O:28])/[CH3:22])[CH:19]=[N:20][C:15]4=[N:14][CH:13]=3)=[CH:8][CH:9]=2)[CH:4]=[CH:3][CH:2]=1 |f:1.2|. Procedure details: A solution of 1-(3-(quinolin-6-ylmethyl)imidazo[1,2-a]pyrimidin-6-yl)ethanone (40 mg, 0.132 mmol) and hydrazinecarboxamide hydrochloride (14.9 mg, 0.198 mmol) in methanol (3 mL) was stirred at 40° C. for 2 h. The solvent was removed in vacuo and the residue was purified by HPLC to afford 4.2 mg (8.8%) of the title compound as white solid. 1H-NMR (400 MHz, DMSO-d6) δ ppm 9.45 (s, 1H), 9.24 (d, 1H), 8.91 (d, 1H), 8.86 (dd, 1H), 8.30 (d, 1H), 7.98 (d, 1H), 7.89 (s, 1H), 7.72 (dd, 1H), 7.52-7.49 (m,... Product: OC1=C2CCN3C(C2=CC=C1)=CC(=NCC3=O)N3C=NC(=C3)COC (9-hydroxy-2-(4-(methoxymethyl)-1H-imidazol-1-yl)-7,8-dihydro-[1,4]diazepino[7,1-a]isoquinolin-5(4H)-one). Reaction SMILES: [CH3:1][O:2][CH2:3][C:4]1[N:5]=[CH:6][N:7]([C:9]2[CH:32]=[C:14]3[C:15]4[C:20]([CH2:21][CH2:22][N:13]3[C:12](=[O:33])[CH2:11][N:10]=2)=[C:19](B2OC(C)(C)C(C)(C)O2)[CH:18]=[CH:17][CH:16]=4)[CH:8]=1.[OH:34]O>COCCOC>[OH:34][C:19]1[CH:18]=[CH:17][CH:16]=[C:15]2[C:20]=1[CH2:21][CH2:22][N:13]1[C:12](=[O:33])[CH2:11][N:10]=[C:9]([N:7]3[CH:8]=[C:4]([CH2:3][O:2][CH3:1])[N:5]=[CH:6]3)[CH:32]=[C:14]12. Reported procedure: Example 142-2. 2-(4-(methoxymethyl)-1H-imidazol-1-yl)-9-(4,4,5,5-tetramethyl-1,3,2-dioxaborolan-2-yl)-7,8-dihydro-[1,4]diazepino[7,1-a]isoquinolin-5(4H)-one (413 mg, 0.737 mmol) was dissolved in DME (10 mL) and hydrogen peroxide (30%, 3.40 mL, 33.3 mmol) was added at rt. The mixture was stirred overnight and the resulting crystals were filtered off (62 mg). UPLC-MS: MS 339.2 (M+H+); UPLC rt 0.63 min. Starting materials: COCC=1N=CN(C1)C1=NCC(N2C(C3=CC=CC(=C3CC2)B2OC(C(O2)(C)C)(C)C)=C1)=O (2-(4-(methoxymethyl)-1H-imidazol-1-yl)-9-(4,4,5,5-tetramethyl-1,3,2-dioxaborolan-2-yl)-7,8-dihydro-[1,4]diazepino[7,1-a]isoquinolin-5(4H)-one), OO (hydrogen peroxide). Run in COCCOC (DME). Run at time 8 hour. The reactants are C=1(C(=CC=C2C=CC=CC12)S(=O)(=O)O)S(=O)(=O)O (naphthalenedisulphonic acid), base, [I-].[K+] (potassium iodide), Cl.ClCC(=O)NC1=CC=C(C=C1)N=C(C)N(C)C (N'-(4-chloroacetylaminophenyl)-N,N-dimethylacetamidine hydrochloride), C(C)NCC (diethylamine). Reaction SMILES: [I-].[K+].Cl.Cl[CH2:5][C:6]([NH:8][C:9]1[CH:14]=[CH:13][C:12]([N:15]=[C:16]([N:18]([CH3:20])[CH3:19])[CH3:17])=[CH:11][CH:10]=1)=[O:7].[CH2:21]([NH:23][CH2:24][CH3:25])[CH3:22].C1(S(O)(=O)=O)C(S(O)(=O)=O)=CC=C2C=1C=CC=C2>C(O)C>[CH2:21]([N:23]([CH2:5][C:6]([NH:8][C:9]1[CH:14]=[CH:13][C:12]([N:15]=[C:16]([N:18]([CH3:20])[CH3:19])[CH3:17])=[CH:11][CH:10]=1)=[O:7])[CH2:24][CH3:25])[CH3:22] |f:0.1,2.3|. Solvent: C(C)O (ethanol). Yields the product C(C)N(CC)CC(=O)NC1=CC=C(C=C1)N=C(C)N(C)C (N'-(4-Diethylaminoacetylaminophenyl)-N,N-Dimethylacetamidine). Procedure: 1 g of potassium iodide is added to a solution of 23.2 g of N'-(4-chloroacetylaminophenyl)-N,N-dimethylacetamidine hydrochloride in 250 ml of ethanol and 14.6 g of diethylamine are added dropwise at 20° C. The mixture is heated under reflux for 2 hours and evaporated in vacuo, the residue is dissolved in water, sodium hydroxide solution is added and the organic phase is extracted with ether/chloroform. After distilling the organic phase, 7.9 g of N'-(4-diethylaminoacetylaminophenyl)-N,N-dimethyl... Starting materials: BrC1=C(C=C(C=C1)S(=O)(=O)NC1=C(C=C(C=C1)Cl)C1=NN=C(N1C)C)F (4-bromo-N-[4-chloro-2-(4,5-dimethyl-4H-[1,2,4]triazol-3-yl)-phenyl]-3-fluoro-benzenesulfonamide), O.P(=O)([O-])([O-])[O-].[K+].[K+].[K+] (potassium phosphate monohydrate), C=1C=CC(=CC1)P(C=2C=CC=CC2)C3=CC=C4C=CC=CC4=C3C5=C6C=CC=CC6=CC=C5P(C=7C=CC=CC7)C=8C=CC=CC8 (BINAP), N1CCOCC1 (morpholine). Reagents/catalysts: C=1C=CC(=CC1)/C=C/C(=O)/C=C/C2=CC=CC=C2.C=1C=CC(=CC1)/C=C/C(=O)/C=C/C2=CC=CC=C2.C=1C=CC(=CC1)/C=C/C(=O)/C=C/C2=CC=CC=C2.[Pd].[Pd] (Pd2(dba)3). Solvent: CN(C)C=O (DMF). Conditions: temperature 90 celsius, time 20 hour. The product is ClC1=CC(=C(C=C1)NS(=O)(=O)C1=CC(=C(C=C1)N1CCOCC1)F)C1=NN=C(N1C)C (N-[4-Chloro-2-(4,5-dimethyl-4H-[1,2,4]triazol-3-yl)-phenyl]-3-fluoro-4-morpholin-4-yl-benzenesulfonamide). Reaction SMILES: Br[C:2]1[CH:7]=[CH:6][C:5]([S:8]([NH:11][C:12]2[CH:17]=[CH:16][C:15]([Cl:18])=[CH:14][C:13]=2[C:19]2[N:23]([CH3:24])[C:22]([CH3:25])=[N:21][N:20]=2)(=[O:10])=[O:9])=[CH:4][C:3]=1[F:26].O.P([O-])([O-])([O-])=O.[K+].[K+].[K+].C1C=CC(P(C2C(C3C(P(C4C=CC=CC=4)C4C=CC=CC=4)=CC=C4C=3C=CC=C4)=C3C(C=CC=C3)=CC=2)C2C=CC=CC=2)=CC=1.[NH:82]1[CH2:87][CH2:86][O:85][CH2:84][CH2:83]1>C1C=CC(/C=C/C(/C=C/C2C=CC=CC=2)=O)=CC=1.C1C=CC(/C=C/C(/C=C/C2C=CC=CC=2)=O)=CC=1.C1C=CC(/C=C/C(/C=C/C2C=CC=CC=2)=O)=CC=1.[Pd].[Pd].CN(C=O)C>[Cl:18][C:15]1[CH:16]=[CH:17][C:12]([NH:11][S:8]([C:5]2[CH:6]=[CH:7][C:2]([N:82]3[CH2:87][CH2:86][O:85][CH2:84][CH2:83]3)=[C:3]([F:26])[CH:4]=2)(=[O:10])=[O:9])=[C:13]([C:19]2[N:23]([CH3:24])[C:22]([CH3:25])=[N:21][N:20]=2)[CH:14]=1 |f:1.2.3.4.5,8.9.10.11.12|. Reported procedure: A 25 mL scintillation vial was charged with 4-bromo-N-[4-chloro-2-(4,5-dimethyl-4H-[1,2,4]triazol-3-yl)-phenyl]-3-fluoro-benzenesulfonamide (synthesized according to general procedure C, 92 mg, 0.2 mmol), potassium phosphate monohydrate (276 mg, 1.2 mmol), BINAP (30 mg, 0.048 mmol), morpholine (87 mg, 1.0 mmol), Pd2(dba)3 (10 mg, 0.011 mmol), and DMF (2 mL). The vial was sealed and stirred at 90° C. for 20 h. The crude product was purified by flash column chromatography (10-100% ethyl acetate an... Reactants: C(C=C)(=O)Cl (acryloyl chloride), 14N NaOH, ABDA-Et, COC(C(CC)N)OC (aminobutyraldehyde dimethyl acetal). Solvent: C(Cl)Cl (CH2Cl2). Yields the product COC(C(CC)NC(C=C)=O)OC (Acrylamidobutyraldehyde Dimethyl Acetal). Isolated yield 68.9%. As a reaction SMILES: [CH3:1][O:2][CH:3]([O:8][CH3:9])[CH:4]([NH2:7])[CH2:5][CH3:6].[C:10](Cl)(=[O:13])[CH:11]=[CH2:12]>C(Cl)Cl>[CH3:1][O:2][CH:3]([O:8][CH3:9])[CH:4]([NH:7][C:10](=[O:13])[CH:11]=[CH2:12])[CH2:5][CH3:6]. Procedure details: Using the standard procedure for ABDA-Et, 16.5 g (0.124 mol) of the above aminobutyraldehyde dimethyl acetal was reacted with 11.2 g (0.124 mol) of acryloyl chloride in 40 mL of CH2Cl2 /30 g of 14N NaOH. The product mixture was adjusted to pH 10.0 and worked up as usual to yield 16 g of oil showing predominantly a single component by gc at 7.00 min.